Dataset: the Open Reaction Database (ORD), a public repository of structured organic reaction records. Task: describe an organic reaction: reactants, conditions, products, and yield Reactants: [H-].[Al+3].[Li+].[H-].[H-].[H-] (Lithium aluminum hydride), CCOCC (ether), CCOCC (ether), FC(C(C1=CC=CC=C1)(F)F)(F)C1=C(C(=O)O)C=CC=C1 (2-(α,α,β,β-tetrafluorophenethyl)benzoic acid). Run in O (water). Reaction conditions: time 30 minute. Product: FC(C(C1=CC=CC=C1)(F)F)(F)C1=C(CO)C=CC=C1 (2-(α,α,β,β-Tetrafluorophenethyl)benzyl alcohol). Reaction SMILES: [H-].[Al+3].[Li+].[H-].[H-].[H-].CCOCC.[F:12][C:13]([C:24]1[CH:32]=[CH:31][CH:30]=[CH:29][C:25]=1[C:26](O)=[O:27])([F:23])[C:14]([F:22])([F:21])[C:15]1[CH:20]=[CH:19][CH:18]=[CH:17][CH:16]=1>O>[F:12][C:13]([C:24]1[CH:32]=[CH:31][CH:30]=[CH:29][C:25]=1[CH2:26][OH:27])([F:23])[C:14]([F:22])([F:21])[C:15]1[CH:16]=[CH:17][CH:18]=[CH:19][CH:20]=1 |f:0.1.2.3.4.5|. Procedure details: Lithium aluminum hydride, 530 mg. (0.0139 mole), is weighed under nitrogen, transferred to a dry-nitrogen-flushed reaction flask, and suspended in 15 ml. of absolute ether. A solution of 4.15 g. (0.0139 mole) of 2-(α,α,β,β-tetrafluorophenethyl)benzoic acid in 35 ml. of absolute ether is added dropwise. The mixture is stirred at room temperature for 30 minutes and allowed to stand overnight in a nitrogen atmosphere. Hydrolysis is effected by the dropwise addition of 1 ml. of water. The precipitat...